Dataset: the Open Reaction Database (ORD), a public repository of structured organic reaction records. Task: describe an organic reaction: reactants, conditions, products, and yield The reactants are O=C1C(Oc2cccnc2Br)CCN1c1ccc(Br)cc1, CN1CCNCC1, CCOC(C)=O, [I-], [Na+], C1COCCO1. Product: CN1CCN(c2ncccc2OC2CCN(c3ccc(Br)cc3)C2=O)CC1. As a reaction SMILES: [Br:1][c:2]1[cH:3][cH:4][c:5]([N:8]2[C:9](=[O:21])[CH:10]([O:13][c:14]3[c:15]([Br:20])[n:16][cH:17][cH:18][cH:19]3)[CH2:11][CH2:12]2)[cH:6][cH:7]1.[CH3:22][N:23]1[CH2:24][CH2:25][NH:26][CH2:27][CH2:28]1.[CH3:37][CH2:38][O:39][C:40](=[O:41])[CH3:42].[I-:30].[Na+:29].[O:31]1[CH2:32][CH2:33][O:34][CH2:35][CH2:36]1>>[Br:1][c:2]1[cH:3][cH:4][c:5]([N:8]2[C:9](=[O:21])[CH:10]([O:13][c:14]3[c:15]([N:26]4[CH2:25][CH2:24][N:23]([CH3:22])[CH2:28][CH2:27]4)[n:16][cH:17][cH:18][cH:19]3)[CH2:11][CH2:12]2)[cH:6][cH:7]1. Product: CCc1nc(Cl)c(CO)[nH]1. RXN SMILES: [CH3:18][S:19](=[O:20])(=[O:21])[OH:22].[CH:25]([Cl:26])([Cl:27])[Cl:28].[Cl:1][c:2]1[n:3][c:4]([CH2:16][CH3:17])[nH:5][c:6]1[CH2:7][O:8][CH2:9][c:10]1[cH:11][cH:12][cH:13][cH:14][cH:15]1.[Na+:24].[OH-:23]>>[Cl:1][c:2]1[n:3][c:4]([CH2:16][CH3:17])[nH:5][c:6]1[CH2:7][OH:8]. The reactants are CS(=O)(=O)O, ClC(Cl)Cl, CCc1nc(Cl)c(COCc2ccccc2)[nH]1, [Na+], [OH-]. Starting materials: C=CCC(CC(=O)OC(C)(C)C)C(=O)O, Cl, COCC(NC(=O)C(N)C(C)C)c1ccccc1. The product is C=CCC(CC(=O)OC(C)(C)C)C(=O)NC(C(=O)NC(COC)c1ccccc1)C(C)C. As a reaction SMILES: [C:1]([CH3:2])([CH3:3])([CH3:4])[O:5][C:6]([CH2:7][CH:8]([C:9](=[O:10])[OH:11])[CH2:12][CH:13]=[CH2:14])=[O:15].[ClH:16].[NH2:17][CH:18]([C:19](=[O:20])[NH:21][CH:22]([CH2:23][O:24][CH3:25])[c:26]1[cH:27][cH:28][cH:29][cH:30][cH:31]1)[CH:32]([CH3:33])[CH3:34]>>[C:1]([CH3:2])([CH3:3])([CH3:4])[O:5][C:6]([CH2:7][CH:8]([C:9](=[O:11])[NH:17][CH:18]([C:19](=[O:20])[NH:21][CH:22]([CH2:23][O:24][CH3:25])[c:26]1[cH:27][cH:28][cH:29][cH:30][cH:31]1)[CH:32]([CH3:33])[CH3:34])[CH2:12][CH:13]=[CH2:14])=[O:15]. The reactants are CNC, CCOCC, O=C=NC1CCCc2sccc21. Product: CN(C)C(=O)NC1CCCc2sccc21. RXN SMILES: [CH3:13][NH:14][CH3:15].[CH3:16][CH2:17][O:18][CH2:19][CH3:20].[s:1]1[c:2]2[c:3]([cH:4][cH:5]1)[CH:6]([N:10]=[C:11]=[O:12])[CH2:7][CH2:8][CH2:9]2>>[s:1]1[c:2]2[c:3]([cH:4][cH:5]1)[CH:6]([NH:10][C:11](=[O:12])[N:14]([CH3:13])[CH3:15])[CH2:7][CH2:8][CH2:9]2. Starting materials: Cl.CN1C([C@]2(CC[C@@H](N2)C2=NC=CC(=C2)C2=CC(=CC=C2)OC(F)(F)F)CC1)=O ((2R,5S)-7-methyl-2-[4-[3-(trifluoromethoxy)phenyl]-2-pyridyl]-1,7-diazaspiro[4.4]-nonan-6-one hydrochloride), Cl (HCl). Solvent: C(Cl)Cl (DCM). Product: Cl.CN1C(C2(CCC(N2)C2=NC=CC(=C2)C2=CC(=CC=C2)OC(F)(F)F)CC1)=O (7-Methyl-2-[4-[3-(trifluoromethoxy)phenyl]-2-pyridyl]-1,7-diazaspiro[4.4]nonan-6-one hydrochloride). Isolated yield 58.0%. As a reaction SMILES: [ClH:1].[CH3:2][N:3]1[CH2:28][CH2:27][C@:5]2([NH:9][C@@H:8]([C:10]3[CH:15]=[C:14]([C:16]4[CH:21]=[CH:20][CH:19]=[C:18]([O:22][C:23]([F:26])([F:25])[F:24])[CH:17]=4)[CH:13]=[CH:12][N:11]=3)[CH2:7][CH2:6]2)[C:4]1=[O:29].Cl>C(Cl)Cl>[ClH:1].[CH3:2][N:3]1[CH2:28][CH2:27][C:5]2([NH:9][CH:8]([C:10]3[CH:15]=[C:14]([C:16]4[CH:21]=[CH:20][CH:19]=[C:18]([O:22][C:23]([F:25])([F:26])[F:24])[CH:17]=4)[CH:13]=[CH:12][N:11]=3)[CH2:7][CH2:6]2)[C:4]1=[O:29] |f:0.1,4.5|. Procedure details: This was converted to the (2R,5S)-7-methyl-2-[4-[3-(trifluoromethoxy)phenyl]-2-pyridyl]-1,7-diazaspiro[4.4]-nonan-6-one hydrochloride (E1) by addition of HCl (1 M in diethyl ether) to a DCM solution of the free base. Evaporation followed by further drying under reduced pressure gave an amber solid. The latter was further dried under reduced pressure at 40° C. to give the title compound in 58% yield; Reactants: ClC=1C=CC=2C(N(C(C3=CC=CC1C23)=O)CC(=O)O)=O (6-chloro-1,3-dioxo-1H-benz[de]-isoquinoline-2(3H)-acetic acid), C(CCCCCCCCC)S (1-decanethiol), C([O-])([O-])=O.[Na+].[Na+] (sodium carbonate). The solvent is CN(C=O)C (dimethylformamide). Product: O=C1N(C(C2=C3C(C=CC=C13)=C(C=C2)SCCCCCCCCCC)=O)CC(=O)O (1,3-Dioxo-6-(decylthio)-1H-benz[de]isoquinoline-2(3H)-acetic acid). Isolated yield 60.8%. RXN SMILES: Cl[C:2]1[CH:3]=[CH:4][C:5]2[C:6](=[O:20])[N:7]([CH2:16][C:17]([OH:19])=[O:18])[C:8](=[O:15])[C:9]3[C:14]=2[C:13]=1[CH:12]=[CH:11][CH:10]=3.[CH2:21]([SH:31])[CH2:22][CH2:23][CH2:24][CH2:25][CH2:26][CH2:27][CH2:28][CH2:29][CH3:30].C(=O)([O-])[O-].[Na+].[Na+]>CN(C)C=O>[O:15]=[C:8]1[C:9]2[C:14]3[C:13](=[C:2]([S:31][CH2:21][CH2:22][CH2:23][CH2:24][CH2:25][CH2:26][CH2:27][CH2:28][CH2:29][CH3:30])[CH:3]=[CH:4][C:5]=3[C:6](=[O:20])[N:7]1[CH2:16][C:17]([OH:19])=[O:18])[CH:12]=[CH:11][CH:10]=2 |f:2.3.4|. Reported procedure: In a nitrogen atmosphere, a suspension of 6-chloro-1,3-dioxo-1H-benz[de]-isoquinoline-2(3H)-acetic acid (5.0 g, 17.3 mmoles, described in Example 2), 1-decanethiol (3.3 g, 3.9 ml, 19 mmoles) and anhydrous sodium carbonate (2.4 g, 17.3 mmoles) in dimethylformamide (150 ml) was stirred and heated at reflux for 15 minutes. After cooling the precipitate was collected by filtration and then dissolved in water. The solution was acidified with 2 N hydrochloric acid and extracted with ethyl acetate. The... The reactants are [BH4-], CCO, O=C1Cc2cc(I)ccc2Sc2ccccc21, [Na+], O. Yields the product OC1Cc2cc(I)ccc2Sc2ccccc21. As a reaction SMILES: [BH4-:18].[CH3:21][CH2:22][OH:23].[I:1][c:2]1[cH:3][c:4]2[c:5]([cH:16][cH:17]1)[S:6][c:7]1[c:8]([cH:12][cH:13][cH:14][cH:15]1)[C:9](=[O:11])[CH2:10]2.[Na+:19].[OH2:20]>>[I:1][c:2]1[cH:3][c:4]2[c:5]([cH:16][cH:17]1)[S:6][c:7]1[c:8]([cH:12][cH:13][cH:14][cH:15]1)[CH:9]([OH:11])[CH2:10]2.